From a dataset of the Open Reaction Database (ORD), a public repository of structured organic reaction records. describe an organic reaction: reactants, conditions, products, and yield Yield: 51.0%. The reactants are [Cl-].[Al+3].[Cl-].[Cl-] (aluminum chloride), FC1=CC=CC=C1 (fluorobenzene), CS(=O)(=O)C1=CC=C(C=C1)CC(=O)Cl (4-methylsulfonylphenylacetyl chloride), FC1=CC=CC=C1 (fluorobenzene). Product: FC1=CC=C(C=C1)C(CC1=CC=C(C=C1)S(=O)(=O)C)=O (1-(4-fluorophenyl)-2-(4-methylsulfonylphenyl)ethanone). Reaction conditions: temperature 20 celsius, time 4 hour. Reaction SMILES: [Cl-].[Al+3].[Cl-].[Cl-].[CH3:5][S:6]([C:9]1[CH:14]=[CH:13][C:12]([CH2:15][C:16](Cl)=[O:17])=[CH:11][CH:10]=1)(=[O:8])=[O:7].[F:19][C:20]1[CH:25]=[CH:24][CH:23]=[CH:22][CH:21]=1>>[F:19][C:20]1[CH:25]=[CH:24][C:23]([C:16](=[O:17])[CH2:15][C:12]2[CH:13]=[CH:14][C:9]([S:6]([CH3:5])(=[O:8])=[O:7])=[CH:10][CH:11]=2)=[CH:22][CH:21]=1 |f:0.1.2.3|. Procedure details: Thereafter 102 g (0.765 mole) of anhydrous aluminum chloride was suspended in 200 ml of fluorobenzene. To the suspension was added dropwise a suspension of 120 g of the 4-methylsulfonylphenylacetyl chloride obtained above in 200 ml of fluorobenzene at a temperature of 0° to 3° C. The reaction vessel used was rinsed with 30 ml of fluorobenzene and the mixture was stirred at 20° C. for 4 hours. The reaction mixture was gradually poured into a mixture of ice water and hydrochloric acid and left to ...